Dataset: the Open Reaction Database (ORD), a public repository of structured organic reaction records. Task: describe an organic reaction: reactants, conditions, products, and yield Reactants: CC(=O)OCC(CNC(=O)c1c(I)c(N)c(I)c(C(=O)NCC(COC(C)=O)OC(C)=O)c1I)OC(C)=O, C1COCCO1, Cc1ccccc1, O=C(Cl)Cl. The product is CC(=O)OCC(CNC(=O)c1c(I)c(N=C=O)c(I)c(C(=O)NCC(COC(C)=O)OC(C)=O)c1I)OC(C)=O. Reaction SMILES: [C:1]([CH3:2])(=[O:3])[O:4][CH2:5][CH:6]([CH2:7][NH:8][C:9]([c:10]1[c:11]([I:33])[c:12]([NH2:32])[c:13]([I:31])[c:14]([C:17]([NH:18][CH2:19][CH:20]([CH2:21][O:22][C:23]([CH3:24])=[O:25])[O:26][C:27]([CH3:28])=[O:29])=[O:30])[c:15]1[I:16])=[O:34])[O:35][C:36]([CH3:37])=[O:38].[CH2:43]1[O:44][CH2:45][CH2:46][O:47][CH2:48]1.[CH3:49][c:50]1[cH:51][cH:52][cH:53][cH:54][cH:55]1.[Cl:39][C:40]([Cl:41])=[O:42]>>[C:1]([CH3:2])(=[O:3])[O:4][CH2:5][CH:6]([CH2:7][NH:8][C:9]([c:10]1[c:11]([I:33])[c:12]([N:32]=[C:40]=[O:42])[c:13]([I:31])[c:14]([C:17]([NH:18][CH2:19][CH:20]([CH2:21][O:22][C:23]([CH3:24])=[O:25])[O:26][C:27]([CH3:28])=[O:29])=[O:30])[c:15]1[I:16])=[O:34])[O:35][C:36]([CH3:37])=[O:38]. The reactants are C(=S)(N1C=NC=C1)N1C=NC=C1 (1,1′-thiocarbonyldiimidazole), NC=1C=NC=CC1C=1C=C(C=C(C1)C)NC(OC(C)(C)C)=O (tert-butyl (3-(3-aminopyridin-4-yl)-5-methylphenyl)carbamate), tert-butyl (3-(3-isothiocyanatopyridin-4-yl)-5-methylphenyl) carbamate. The solvent is C1CCOC1 (THF), CCOC(=O)C (EtOAc). Conditions: temperature 60 celsius. The product is N(=C=S)C=1C=NC=CC1C=1C=C(C=C(C1)C)NC(OC(C)(C)C)=O (tert-butyl (3-(3-isothiocyanatopyridin-4-yl)-5-methylphenyl)carbamate). The yield is 48.7%. As a reaction SMILES: [C:1]([N:8]1[CH:12]=[CH:11][N:10]=[CH:9]1)(N1C=CN=C1)=[S:2].N[C:14]1C=NC=C[C:19]=1[C:20]1[CH:21]=[C:22]([NH:27][C:28](=[O:34])[O:29][C:30]([CH3:33])([CH3:32])[CH3:31])[CH:23]=[C:24]([CH3:26])[CH:25]=1>C1COCC1.CCOC(C)=O>[N:8]([C:12]1[CH:11]=[N:10][CH:9]=[CH:14][C:19]=1[C:20]1[CH:21]=[C:22]([NH:27][C:28](=[O:34])[O:29][C:30]([CH3:32])([CH3:31])[CH3:33])[CH:23]=[C:24]([CH3:26])[CH:25]=1)=[C:1]=[S:2]. Reported procedure: tert-butyl (3-(3-isothiocyanatopyridin-4-yl)-5-methylphenyl) carbamate. 1,1′-thiocarbonyldiimidazole (155 mg, 0.78 mmol, Sigma-Aldrich) was added to a solution of tert-butyl (3-(3-aminopyridin-4-yl)-5-methylphenyl)carbamate (117 mg, 0.39 mmol) in THF (4 mL) at RT. The reaction mixture was heated at 60° C. for 2 h. The mixture was cooled to RT, diluted with EtOAc, washed with water and the organic layer was dried over anh. Na2SO4, filtered and concentrated. The crude material was purified by sili... The reactants are C#CC1CC1, O=C(NC1CCCCC1O)c1cnc(Cl)c(-c2ccc(Cl)cc2)c1. The product is O=C(NC1CCCCC1O)c1cnc(C#CC2CC2)c(-c2ccc(Cl)cc2)c1. Reaction SMILES: [C:25](#[CH:26])[CH:27]1[CH2:28][CH2:29]1.[Cl:1][c:2]1[n:3][cH:4][c:5]([C:6](=[O:7])[NH:8][CH:9]2[CH:10]([OH:15])[CH2:11][CH2:12][CH2:13][CH2:14]2)[cH:16][c:17]1-[c:18]1[cH:19][cH:20][c:21]([Cl:24])[cH:22][cH:23]1>>[c:2]1([C:26]#[C:25][CH:27]2[CH2:28][CH2:29]2)[n:3][cH:4][c:5]([C:6](=[O:7])[NH:8][CH:9]2[CH:10]([OH:15])[CH2:11][CH2:12][CH2:13][CH2:14]2)[cH:16][c:17]1-[c:18]1[cH:19][cH:20][c:21]([Cl:24])[cH:22][cH:23]1. The solvent is C(C)(=O)OCC (ethyl acetate), C1(=CC=CC=C1)C (toluene). The reagents and catalysts are C=1C=CC(=CC1)[P](C=2C=CC=CC2)(C=3C=CC=CC3)[Pd]([P](C=4C=CC=CC4)(C=5C=CC=CC5)C=6C=CC=CC6)([P](C=7C=CC=CC7)(C=8C=CC=CC8)C=9C=CC=CC9)[P](C=1C=CC=CC1)(C=1C=CC=CC1)C=1C=CC=CC1 (Pd(PPh3)4). The reactants are [O-]P(=O)([O-])[O-].[K+].[K+].[K+] (K3PO4), C(C)O (Ethanol), BrC=1C(=NC=C(C1)Br)N (3,5-dibromopyridin-2-amine), FC1=C(C=CC(=C1)F)B(O)O (2,4-difluorophenylboronic acid). Procedure: A solution of 3,5-dibromopyridin-2-amine (2.95 g, 11.71 mmol) and 2,4-difluorophenylboronic acid (1.85 g, 11.71 mmol) in toluene was degassed via nitrogen bubble for 20 mins. The mixture was then added Pd(PPh3)4 (0.677 g, 0.585 mmol), K3PO4 (2 M, 11.8 mL, 23.4 mmol) and Ethanol (1 mL) and heated at 80° C. overnight. The reaction was cooled, poured into ethyl acetate (150 mL), washed with brine, separated, dried over Na2SO4 and concentrated to give a crude 5-bromo-3-(2,4-difluorophenyl)pyridin-2-... Product: BrC=1C=C(C(=NC1)N)C1=C(C=C(C=C1)F)F (5-bromo-3-(2,4-difluorophenyl)pyridin-2-amine). As a reaction SMILES: Br[C:2]1[C:3]([NH2:9])=[N:4][CH:5]=[C:6]([Br:8])[CH:7]=1.[F:10][C:11]1[CH:16]=[C:15]([F:17])[CH:14]=[CH:13][C:12]=1B(O)O.[O-]P([O-])([O-])=O.[K+].[K+].[K+].C(O)C>C1(C)C=CC=CC=1.C1C=CC([P]([Pd]([P](C2C=CC=CC=2)(C2C=CC=CC=2)C2C=CC=CC=2)([P](C2C=CC=CC=2)(C2C=CC=CC=2)C2C=CC=CC=2)[P](C2C=CC=CC=2)(C2C=CC=CC=2)C2C=CC=CC=2)(C2C=CC=CC=2)C2C=CC=CC=2)=CC=1.C(OCC)(=O)C>[Br:8][C:6]1[CH:7]=[C:2]([C:14]2[CH:13]=[CH:12][C:11]([F:10])=[CH:16][C:15]=2[F:17])[C:3]([NH2:9])=[N:4][CH:5]=1 |f:2.3.4.5,^1:42,44,63,82|. Starting materials: CC1(CC(CC(C1)(C)C)C1=CC=C(OCC2CN=C(O2)N)C=C1)C (5-[4-(3,3,5,5-tetramethyl-cyclohexyl)-phenoxymethyl]-4,5-dihydro-oxazol-2-ylamine), C(C)OC(C#CCF)=O (4-fluoro-but-2-ynoic acid ethyl ester), CC1(CC(CC(C1)(C)C)C1=CC=C(C=C1)O)C (4-(3,3,5,5-tetramethyl-cyclohexyl)-phenol), C(Cl)[C@H]1CO1 ((R)-epichlorohydrin). Run in C(Cl)(Cl)Cl (CHCl3). The product is FCC1=CC(N=C2N1C[C@H](O2)COC2=CC=C(C=C2)C2CC(CC(C2)(C)C)(C)C)=O ((S)-5-Fluoromethyl-2-[4-(3,3,5,5-tetramethyl-cyclohexyl)-phenoxymethyl]-2,3-dihydro-oxazolo[3,2-a]pyrimidin-7-one). RXN SMILES: [CH3:1][C:2]1([CH3:24])[CH2:7][C:6]([CH3:9])([CH3:8])[CH2:5][CH:4]([C:10]2[CH:23]=[CH:22][C:13]([O:14][CH2:15][CH:16]3[O:20][C:19]([NH2:21])=[N:18][CH2:17]3)=[CH:12][CH:11]=2)[CH2:3]1.CC1(C)CC(C)(C)CC(C2C=CC(O)=CC=2)C1.C([C@@H]1OC1)Cl.C([O:49][C:50](=O)[C:51]#[C:52][CH2:53][F:54])C>C(Cl)(Cl)Cl>[F:54][CH2:53][C:52]1[N:18]2[CH2:17][C@@H:16]([CH2:15][O:14][C:13]3[CH:12]=[CH:11][C:10]([CH:4]4[CH2:5][C:6]([CH3:8])([CH3:9])[CH2:7][C:2]([CH3:24])([CH3:1])[CH2:3]4)=[CH:23][CH:22]=3)[O:20][C:19]2=[N:21][C:50](=[O:49])[CH:51]=1. Procedure: The title compound was prepared from 5-[4-(3,3,5,5-tetramethyl-cyclohexyl)-phenoxymethyl]-4,5-dihydro-oxazol-2-ylamine (prepared from 4-(3,3,5,5-tetramethyl-cyclohexyl)-phenol and (R)-epichlorohydrin according to the procedures employed in Step 1 through 2 of Example 1) and 4-fluoro-but-2-ynoic acid ethyl ester (see Example 105) according to the procedures described in Example 95. [α]D25 −21.40 (c 0.5, CHCl3). Reactants: NC1CCN(CC1)CC=1C=CC(=NC1)C1=CC2=NC=CC(=C2S1)OC1=C(C=C(C=C1)NC(=O)NC1CC1)F (1-(4-(2-(5-((4-Aminopiperidin-1-yl)methyl)pyridin-2-yl)thieno[3,2-b]pyridin-7-yloxy)-3-fluorophenyl)-3-cyclopropylurea), CN(C)C=O (DMF), C(C)OC(=O)CN=C=O (ethoxycarbonylmethyl isocyanate). Solvent: C1CCOC1 (THF). Reaction conditions: time 3 hour. The product is C1(CC1)NC(NC1=CC(=C(OC2=C3C(=NC=C2)C=C(S3)C3=CC=C(C=N3)CN3CCC(CC3)NC(NCC(=O)OCC)=O)C=C1)F)=O (Ethyl 2-(3-(1-((6-(7-(4-(3-cyclopropylureido)-2-fluorophenoxy)thieno[3,2-b]pyridin-2-yl)pyridin-3-yl)methyl)piperidin-4-yl)ureido)acetate), solid. Isolated yield 60.0%. Reaction SMILES: [NH2:1][CH:2]1[CH2:7][CH2:6][N:5]([CH2:8][C:9]2[CH:10]=[CH:11][C:12]([C:15]3[S:23][C:22]4[C:17](=[N:18][CH:19]=[CH:20][C:21]=4[O:24][C:25]4[CH:30]=[CH:29][C:28]([NH:31][C:32]([NH:34][CH:35]5[CH2:37][CH2:36]5)=[O:33])=[CH:27][C:26]=4[F:38])[CH:16]=3)=[N:13][CH:14]=2)[CH2:4][CH2:3]1.[CH2:39]([O:41][C:42]([CH2:44][N:45]=[C:46]=[O:47])=[O:43])[CH3:40].CN(C=O)C>C1COCC1>[CH:35]1([NH:34][C:32](=[O:33])[NH:31][C:28]2[CH:29]=[CH:30][C:25]([O:24][C:21]3[CH:20]=[CH:19][N:18]=[C:17]4[CH:16]=[C:15]([C:12]5[N:13]=[CH:14][C:9]([CH2:8][N:5]6[CH2:6][CH2:7][CH:2]([NH:1][C:46](=[O:47])[NH:45][CH2:44][C:42]([O:41][CH2:39][CH3:40])=[O:43])[CH2:3][CH2:4]6)=[CH:10][CH:11]=5)[S:23][C:22]=34)=[C:26]([F:38])[CH:27]=2)[CH2:36][CH2:37]1. Reported procedure: To a suspension of 343 (106 mg, 0.20 mmol, scheme 71) in THF (3 mL) was added ethoxycarbonylmethyl isocyanate (0.068 mL, 0.6 mmol) and stirred at RT for 3 h. To the mixture was added DMF (2 mL) and stirred for 1 h. The mixture was then concentrated, water was added to form a precipitate that was collected by filtration, rinsed with water and purified via Biotage [linear gradient 2-20%, (methanol/dichloromethane; SiliaFlash 10 g cartridge]. Title compound 425 was obtained as a white solid (79.5 m... Starting materials: C(C)(C)(C)C1=CC=C(C=C1)C(O)(C=1N(C=CN1)COC)C1=CC=C(C=C1)Cl (α-(p-tert.-butylphenyl)-α-(p-chlorophenyl)-1-(methoxymethyl)imidazole-2-methanol), C (charcoal), C(C)(=O)O (acetic acid), Cl (hydrochloric acid). Procedure: A mixture of 13 g (0.034 mol) of α-(p-tert.-butylphenyl)-α-(p-chlorophenyl)-1-(methoxymethyl)imidazole-2-methanol, 150 ml. of glacial acetic acid, 15 ml. of concentrated hydrochloric acid and 15 ml. of water was refluxed for 31/2 hours. The reaction mixture was treated with active charcoal and concentrated. The residue was dissolved in diethyl ether and the solution was washed with water. To the ethereal phase an ethereal solution of oxalic acid was added. The precipitate thus formed was crystal... As a reaction SMILES: [C:1]([C:5]1[CH:10]=[CH:9][C:8]([C:11]([C:21]2[CH:26]=[CH:25][C:24]([Cl:27])=[CH:23][CH:22]=2)([C:13]2[N:14](COC)[CH:15]=[CH:16][N:17]=2)[OH:12])=[CH:7][CH:6]=1)([CH3:4])([CH3:3])[CH3:2].C(O)(=O)C.Cl.C>C(OCC)C.C(O)(C)C.O>[C:1]([C:5]1[CH:6]=[CH:7][C:8]([C:11]([C:21]2[CH:22]=[CH:23][C:24]([Cl:27])=[CH:25][CH:26]=2)([C:13]2[NH:17][CH:16]=[CH:15][N:14]=2)[OH:12])=[CH:9][CH:10]=1)([CH3:4])([CH3:2])[CH3:3]. Solvent: C(C)OCC (diethyl ether), O (water), C(C)(C)O (isopropyl alcohol). Yields the product C(C)(C)(C)C1=CC=C(C=C1)C(O)(C=1NC=CN1)C1=CC=C(C=C1)Cl (α-(p-tert.-Butylphenyl)-α-(p-chlorophenyl)imidazole-2-methanol).